From a dataset of the Open Reaction Database (ORD), a public repository of structured organic reaction records. describe an organic reaction: reactants, conditions, products, and yield The product is OC1(Cc2ccccc2F)CCN(Cc2ccccc2)CC1. Starting materials: O=C1CCN(Cc2ccccc2)CC1, Fc1ccccc1CCl, I, [Mg]. Reaction SMILES: [CH2:12]([c:13]1[cH:14][cH:15][cH:16][cH:17][cH:18]1)[N:19]1[CH2:20][CH2:21][C:22](=[O:25])[CH2:23][CH2:24]1.[F:3][c:4]1[c:5]([CH2:6][Cl:7])[cH:8][cH:9][cH:10][cH:11]1.[I:2].[Mg:1]>>[F:3][c:4]1[c:5]([CH2:6][C:22]2([OH:25])[CH2:21][CH2:20][N:19]([CH2:12][c:13]3[cH:14][cH:15][cH:16][cH:17][cH:18]3)[CH2:24][CH2:23]2)[cH:8][cH:9][cH:10][cH:11]1. The reactants are CCO, O=[N+]([O-])c1ccc(C(O)C(COc2ccccc2)N2CCC(Cc3ccccc3)CC2)cc1. The product is Nc1ccc(C(O)C(COc2ccccc2)N2CCC(Cc3ccccc3)CC2)cc1. As a reaction SMILES: [CH3:34][CH2:35][OH:36].[O:1]([c:2]1[cH:3][cH:4][cH:5][cH:6][cH:7]1)[CH2:8][CH:9]([CH:10]([OH:11])[c:12]1[cH:13][cH:14][c:15]([N+:18]([O-:19])=[O:20])[cH:16][cH:17]1)[N:21]1[CH2:22][CH2:23][CH:24]([CH2:27][c:28]2[cH:29][cH:30][cH:31][cH:32][cH:33]2)[CH2:25][CH2:26]1>>[O:1]([c:2]1[cH:3][cH:4][cH:5][cH:6][cH:7]1)[CH2:8][CH:9]([CH:10]([OH:11])[c:12]1[cH:13][cH:14][c:15]([NH2:18])[cH:16][cH:17]1)[N:21]1[CH2:22][CH2:23][CH:24]([CH2:27][c:28]2[cH:29][cH:30][cH:31][cH:32][cH:33]2)[CH2:25][CH2:26]1. Reactants: O (water), ClC1=NOC2=C1C=C(C=C2)Cl (3,5-dichloro-1,2-benzoisoxazole), [H-].[Na+] (sodium hydride), CSC[C@@H](CO)NC(C1=CC=CC=C1)(C1=CC=CC=C1)C1=CC=CC=C1 ((R)-3-methylthio-2-tritylamino-1-propanol). Solvent: C(C)(=O)OCC (ethyl acetate), CN(C=O)C (N,N-dimethylformamide), CN(C=O)C (N,N-dimethylformamide), CN(C=O)C (N,N-dimethylformamide). Yields the product ClC=1C=CC2=C(C(=NO2)OC[C@H](CSC)NC(C2=CC=CC=C2)(C2=CC=CC=C2)C2=CC=CC=C2)C1 ((R)-5-chloro-3-(3-methylthio-2-tritylaminopropoxy)-1,2-benzoisoxazole). Yield: 77.6%. Reaction SMILES: [H-].[Na+].[CH3:3][S:4][CH2:5][C@H:6]([NH:9][C:10]([C:23]1[CH:28]=[CH:27][CH:26]=[CH:25][CH:24]=1)([C:17]1[CH:22]=[CH:21][CH:20]=[CH:19][CH:18]=1)[C:11]1[CH:16]=[CH:15][CH:14]=[CH:13][CH:12]=1)[CH2:7][OH:8].Cl[C:30]1[C:34]2[CH:35]=[C:36]([Cl:39])[CH:37]=[CH:38][C:33]=2[O:32][N:31]=1.O>CN(C)C=O.C(OCC)(=O)C>[Cl:39][C:36]1[CH:37]=[CH:38][C:33]2[O:32][N:31]=[C:30]([O:8][CH2:7][C@@H:6]([NH:9][C:10]([C:23]3[CH:28]=[CH:27][CH:26]=[CH:25][CH:24]=3)([C:17]3[CH:18]=[CH:19][CH:20]=[CH:21][CH:22]=3)[C:11]3[CH:16]=[CH:15][CH:14]=[CH:13][CH:12]=3)[CH2:5][S:4][CH3:3])[C:34]=2[CH:35]=1 |f:0.1|. Procedure details: To a suspension of 0.44 g of 60% (w/w) sodium hydride in 6 ml of N,N-dimethylformamide is dropwise added 15 ml of an N,N-dimethylformamide solution of 4.0 g of (R)-3-methylthio-2-tritylamino-1-propanol over 15 minutes with ice-cooling, and the temperature is gradually elevated to 80° C., after which this is added to a solution of 2.07 g of 3,5-dichloro-1,2-benzoisoxazole in 10 ml of N,N-dimethylformamide. They are subjected to reaction at the same temperature for one hour. After cooling, water a... The reactants are CC(Cl)c1cccnc1, Cc1ccccc1N1CCNC(C)C1. The reagents and catalysts are O=C([O-])[O-].[Cs+].[Cs+] (cesium carbonate), [I-].[K+] (potassium iodide). Run in CN(C)C=O (DMF), CN(C)C=O (dmf), CN(C)C=O (DMF). Reaction conditions: temperature 70 celsius, time 16 hour. Product: Cc1ccccc1N1CCN(C(C)c2cccnc2)C(C)C1. Starting materials: COC1=CC(=C(C(=C1)C)S(=O)(=O)N1C(CCCC1)COCC(=O)OC(C)(C)C)C (tert-Butyl 2-((1-(4-methoxy-2,6-dimethylphenylsulfonyl)piperidin-2-yl)methoxy)acetate), FC(C(=O)O)(F)F (trifluoroacetic acid). Solvent: ClCCl (dichloromethane). Run at time 2 hour. The product is COC1=CC(=C(C(=C1)C)S(=O)(=O)N1C(CCCC1)COCC(=O)O)C (2-((1-(4-Methoxy-2,6-dimethylphenylsulfonyl)piperidin-2-yl)methoxy)acetic acid). As a reaction SMILES: [CH3:1][O:2][C:3]1[CH:8]=[C:7]([CH3:9])[C:6]([S:10]([N:13]2[CH2:18][CH2:17][CH2:16][CH2:15][CH:14]2[CH2:19][O:20][CH2:21][C:22]([O:24]C(C)(C)C)=[O:23])(=[O:12])=[O:11])=[C:5]([CH3:29])[CH:4]=1.FC(F)(F)C(O)=O>ClCCl>[CH3:1][O:2][C:3]1[CH:8]=[C:7]([CH3:9])[C:6]([S:10]([N:13]2[CH2:18][CH2:17][CH2:16][CH2:15][CH:14]2[CH2:19][O:20][CH2:21][C:22]([OH:24])=[O:23])(=[O:12])=[O:11])=[C:5]([CH3:29])[CH:4]=1. Procedure: tert-Butyl 2-((1-(4-methoxy-2,6-dimethylphenylsulfonyl)piperidin-2-yl)methoxy)acetate (1 eq) was dissolved in dichloromethane (10 ml/mmol), cooled, and trifluoroacetic acid (13 eq) was added slowly at room temperature. After stirring for 2 h at room temperature, the reaction mixture was concentrated to small volume under vacuum and dried. The crude product was used in the next stage with no further purification. Yield: quantitative